This data is from the Open Reaction Database (ORD), a public repository of structured organic reaction records. The task is: describe an organic reaction: reactants, conditions, products, and yield Starting materials: N[C@@H](CCSC)C(=O)OC (Methyl L-methioninate), [OH-].[Na+] (sodium hydroxide). Reaction conditions: time 35 minute. Product: N[C@@H](CCSC)C(=O)O (L-methionine). Isolated yield 68.4%. Reaction SMILES: [NH2:1][C@H:2]([C:7]([O:9]C)=[O:8])[CH2:3][CH2:4][S:5][CH3:6].[OH-].[Na+]>>[NH2:1][C@H:2]([C:7]([OH:9])=[O:8])[CH2:3][CH2:4][S:5][CH3:6] |f:1.2|. Procedure details: Methyl L-methioninate (+)-hemitartrate ([α]D + 29.8°, 5.914 g., 18.9 mmole) was stirred with 5N-sodium hydroxide solution [2.514 g., 62.8 mmole, 3.32 equiv. sodium hydroxide in water (12.5 ml.)]. Most of the hemitartrate dissolved immediately but after 8 minutes a solid had precipitated (disodium (+)-tartrate). After 1 hour 35 minutes the pH of the mixture was adjusted from 12.3 to 5.8 (the isoelectric point of methionine) with concentrated hydrochloric acid -- solid was present all the time. Th... Starting materials: CC1(COC2=C1C(=CC=C2)OC2=CC=C(C=C2)[N+](=O)[O-])C (3,3-dimethyl-4-[(4-nitrophenyl)oxy]-2,3-dihydro-1-benzofuran), CC1(COC2=C1C(=CC=C2)OC2=CC=C(C=C2)[N+](=O)[O-])C (3,3-dimethyl-4-[(4-nitrophenyl)oxy]-2,3-dihydro-1-benzofuran), [Cl-].[NH4+] (ammonium chloride). The reagents and catalysts are [Zn] (zinc). Run in O1CCCC1 (tetrahydrofuran), O (water). Conditions: temperature 40 celsius. Yields the product CC1(COC2=C1C(=CC=C2)OC2=CC=C(N)C=C2)C (4-[(3,3-dimethyl-2,3-dihydro-1-benzofuran-4-yl)oxy]aniline). Yield: 77.6%. As a reaction SMILES: [CH3:1][C:2]1([CH3:21])[C:6]2[C:7]([O:11][C:12]3[CH:17]=[CH:16][C:15]([N+:18]([O-])=O)=[CH:14][CH:13]=3)=[CH:8][CH:9]=[CH:10][C:5]=2[O:4][CH2:3]1.[Cl-].[NH4+]>O1CCCC1.O.[Zn]>[CH3:1][C:2]1([CH3:21])[C:6]2[C:7]([O:11][C:12]3[CH:17]=[CH:16][C:15]([NH2:18])=[CH:14][CH:13]=3)=[CH:8][CH:9]=[CH:10][C:5]=2[O:4][CH2:3]1 |f:1.2|. Procedure details: To a solution of 3,3-dimethyl-4-[(4-nitrophenyl)oxy]-2,3-dihydro-1-benzofuran (Intermediate 54, 0.9 g) in tetrahydrofuran (20 ml, SCRC) and water (10 ml) were added ammonium chloride (1.687 g, 31.5 mmol, SCRC) and zinc powder (1.031 g, 15.77 mmol, SCRC). The mixture was heated at 40° C. for 2 hours and then filtered through a pad of celite. The filtrate was partitioned with water (20 ml) and ethyl acetate (50 ml, SCRC). The organic layer was dried, evaporated and purified by column chromatograph... Reactants: II (I2), FC1=C(C=CC=C1)C1=NOC2=C1C=CC(=C2)OC (3-(2-fluorophenyl)-6-methoxy-1,2-benzisoxazole), C(CCC)[Li] (n-butyllithium), [O-]S(=O)(=S)[O-].[Na+].[Na+] (Na2S2O3). Solvent: CCOCC (ether), O (H2O), C1CCOC1 (THF). Reaction conditions: time 1 hour. The product is FC1=C(C=CC=C1)C1=NOC2=C1C=CC(=C2I)OC (3-(2-fluorophenyl)-7-iodo-6-methoxy-1,2-benzisoxazole). As a reaction SMILES: [F:1][C:2]1[CH:7]=[CH:6][CH:5]=[CH:4][C:3]=1[C:8]1[C:12]2[CH:13]=[CH:14][C:15]([O:17][CH3:18])=[CH:16][C:11]=2[O:10][N:9]=1.C([Li])CCC.[I:24]I.[O-]S([O-])(=S)=O.[Na+].[Na+]>C1COCC1.CCOCC.O>[F:1][C:2]1[CH:7]=[CH:6][CH:5]=[CH:4][C:3]=1[C:8]1[C:12]2[CH:13]=[CH:14][C:15]([O:17][CH3:18])=[C:16]([I:24])[C:11]=2[O:10][N:9]=1 |f:3.4.5|. Procedure: 10 g of 3-(2-fluorophenyl)-6-methoxy-1,2-benzisoxazole are dissolved in 400 ml of dry THF at -40° C. and treated with 21 ml of 2.2M n-butyllithium. After stirring for one hour, I2 (11.7 g) in 90 ml of ether is added. The reaction mixture is poured into Na2S2O3, then H2O. Drying and concentration gives 3-(2-fluorophenyl)-7-iodo-6-methoxy-1,2-benzisoxazole, mp 135°-138° C. Starting materials: O=C(O)c1cc(Cl)ccc1Oc1ccc(F)cc1, Cl, NCc1ccc(-c2nn[nH]n2)cc1. Product: O=C(NCc1ccc(-c2nn[nH]n2)cc1)c1cc(Cl)ccc1Oc1ccc(F)cc1. Reaction SMILES: [Cl:1][c:2]1[cH:3][cH:4][c:5]([O:11][c:12]2[cH:13][cH:14][c:15]([F:18])[cH:16][cH:17]2)[c:6]([C:7](=[O:8])[OH:9])[cH:10]1.[ClH:19].[n:20]1[nH:21][n:22][n:23][c:24]1-[c:25]1[cH:26][cH:27][c:28]([CH2:31][NH2:32])[cH:29][cH:30]1>>[Cl:1][c:2]1[cH:3][cH:4][c:5]([O:11][c:12]2[cH:13][cH:14][c:15]([F:18])[cH:16][cH:17]2)[c:6]([C:7](=[O:9])[NH:32][CH2:31][c:28]2[cH:27][cH:26][c:25](-[c:24]3[n:20][n:21][nH:22][n:23]3)[cH:30][cH:29]2)[cH:10]1. The reactants are O=C1CCC(=O)N1Br, O=C(OOC(=O)c1ccccc1)c1ccccc1, ClC(Cl)(Cl)Cl, CCOC(=O)C=C(C)Oc1cccc(F)c1. Product: CCOC(=O)C=C(CBr)Oc1cccc(F)c1. RXN SMILES: [Br:17][N:18]1[C:19](=[O:20])[CH2:21][CH2:22][C:23]1=[O:24].[C:25]([O:26][O:27][C:28](=[O:29])[c:30]1[cH:31][cH:32][cH:33][cH:34][cH:35]1)(=[O:36])[c:37]1[cH:38][cH:39][cH:40][cH:41][cH:42]1.[C:43]([Cl:44])([Cl:45])([Cl:46])[Cl:47].[CH2:1]([CH3:2])[O:3][C:4]([CH:5]=[C:6]([CH3:7])[O:8][c:9]1[cH:10][c:11]([F:15])[cH:12][cH:13][cH:14]1)=[O:16]>>[CH2:1]([CH3:2])[O:3][C:4]([CH:5]=[C:6]([CH2:7][Br:17])[O:8][c:9]1[cH:10][c:11]([F:15])[cH:12][cH:13][cH:14]1)=[O:16]. Starting materials: [SiH3]O[SiH3] (silyl ether), C[Si](O[C@@H]1[C@@H]2[C@]3(C=CC(C=C3CC[C@H]2[C@@H]2CC[C@](C(COC(C)=O)=O)([C@]2(C1)C)O)=O)C)(C)C (11β-trimethylsiloxy-17α-hydroxy-21-acetoxy-pregna-1,4-diene-3,20-dione), monohydrate, C(C)(=O)[O-].[Na+] (sodium acetate). Run in C(C)(=O)OC(=C)C (isopropenyl acetate). Yields the product CC(=O)OCC(=O)[C@]1(CC[C@@H]2[C@@]1(C[C@@H]([C@H]3[C@H]2CCC4=CC(=O)C=C[C@]34C)O)C)OC(=O)C (prednisolone 17,21-diacetate). RXN SMILES: C[Si](C)(C)[O:3][C@H:4]1[CH2:27][C@@:26]2([CH3:28])[C@@H:15]([CH2:16][CH2:17][C@:18]2([OH:29])[C:19](=[O:25])[CH2:20][O:21][C:22](=[O:24])[CH3:23])[C@H:14]2[C@H:5]1[C@:6]1([CH3:31])[C:11]([CH2:12][CH2:13]2)=[CH:10][C:9](=[O:30])[CH:8]=[CH:7]1.[C:34]([O-])(=[O:36])[CH3:35].[Na+].[SiH3]O[SiH3]>C(OC(C)=C)(=O)C>[CH3:23][C:22]([O:21][CH2:20][C:19]([C@:18]1([O:29][C:34]([CH3:35])=[O:36])[C@@:26]2([CH3:28])[CH2:27][C@H:4]([OH:3])[C@@H:5]3[C@:6]4([CH3:31])[C:11](=[CH:10][C:9]([CH:8]=[CH:7]4)=[O:30])[CH2:12][CH2:13][C@H:14]3[C@@H:15]2[CH2:16][CH2:17]1)=[O:25])=[O:24] |f:1.2|. Reported procedure: A mixture of 8 g of 11β -trimethylsiloxy-17α-hydroxy-21-acetoxy-pregna-1,4-diene-3,20 -dione (from Example 29), 8 g of paratoluenesulfonic acid monohydrate and 800 ml of isopropenyl acetate was allowed to stand for one week at room temperature. By this time TLC control indicated that almost all the starting material had reacted. 15 g of anhydrous sodium acetate was added and the mixture left stirring for another day. The supernatant was decanted from the salt crystals and the resulting solution ...